From a dataset of the Open Reaction Database (ORD), a public repository of structured organic reaction records. describe an organic reaction: reactants, conditions, products, and yield The reactants are FC(C(=O)O)(F)F (trifluoroacetic acid), C=CC=C (butadiene). The reagents and catalysts are C(C)(=O)[O-].[Pd+2].C(C)(=O)[O-] (palladium acetate). Run in C1=CC=CC=C1 (benzene). Yields the product FC(C(=O)OC=CCCCCC=C)(F)F (1,7-Octadienyl trifluoroacetate). Reaction SMILES: [F:1][C:2]([F:7])([F:6])[C:3]([OH:5])=[O:4].[CH2:8]=[CH:9][CH:10]=[CH2:11]>C1C=CC=CC=1.C([O-])(=O)C.[Pd+2].C([O-])(=O)C>[F:1][C:2]([F:7])([F:6])[C:3]([O:5][CH:8]=[CH:9][CH2:10][CH2:11][CH2:11][CH2:10][CH:9]=[CH2:8])=[O:4] |f:3.4.5|. Procedure: 1,7-Octadienyl trifluoroacetate was prepared by reacting 1 g of palladium acetate in 20 ml of benzene with 102 g of trifluoroacetic acid and 0.96 M butadiene in a 300 ml autoclave at ambient temperature for 4 days. Starting materials: NCCOCCNC(OC(C)(C)C)=O (tert-Butyl 2-(2-aminoethoxy)ethylcarbamate), CCOC(=O)C (EtOAc), C(\C=C\C(=O)[O-])(=O)OC (mono methyl fumarate), CCN=C=NCCCN(C)C (EDCI). Solvent: CC#N (CH3CN). Reaction conditions: time 18 hour. Yields the product C(C)(C)(C)OC(=O)CCOCCNC(/C=C/C(=O)OC)=O ((E)-methyl 4-(2-(2-(tert-butoxycarbonyl)ethoxy)ethylamino)-4-oxobut-2-enoate). Yield: 64.0%. Reaction SMILES: NCCOCCN[C:8](=[O:14])[O:9][C:10]([CH3:13])([CH3:12])[CH3:11].[C:15]([O:22][CH3:23])(=[O:21])/[CH:16]=[CH:17]/[C:18]([O-:20])=O.CCN=C=NC[CH2:30][CH2:31][N:32](C)C.[CH3:35][CH2:36][O:37]C(C)=O>CC#N>[C:10]([O:9][C:8]([CH2:35][CH2:36][O:37][CH2:30][CH2:31][NH:32][C:18](=[O:20])/[CH:17]=[CH:16]/[C:15]([O:22][CH3:23])=[O:21])=[O:14])([CH3:11])([CH3:12])[CH3:13]. Procedure details: tert-Butyl 2-(2-aminoethoxy)ethylcarbamate (1.0 g, 4.90 mmol) was then taken up in 20 mL of CH3CN along with mono methyl fumarate (637 mg, 4.90 mmol) and EDCI (1.7 g. 5.39 mmol). The resulting reaction mixture was stirred at room temperature for 18 h. It was then diluted with EtOAc (20 mL), washed with saturated aqueous NaHCO3, brine, dried (Na2SO4) and concentrated under reduced pressure. The resulting residue was purified by chromatography (9:1 CH2Cl2/MeOH) to afford 1.0 g of (E)-methyl 4-(2-(... The reactants are FC(C=1C=C(C=CC1)NCC=1C=NC=CC1)(F)F (3-(3-trifluoromethylphenylaminomethyl)pyridine), CS(=O)(=O)Cl (methanesulfonyl chloride), C([O-])(O)=O.[Na+] (sodium bicarbonate), C([O-])([O-])=O.[K+].[K+] (potassium carbonate), CS(=O)(=O)Cl (methanesulfonyl chloride). The solvent is ClCCl (dichloromethane). Conditions: time 8 hour. Yields the product N1=CC(=CC=C1)CN(S(=O)(=O)C)C1=CC(=CC=C1)C(F)(F)F (N-(pyridin-3-ylmethyl)-N-(3-trifluoromethylphenyl)-methanesulfonamide). Reaction SMILES: [F:1][C:2]([F:18])([F:17])[C:3]1[CH:4]=[C:5]([NH:9][CH2:10][C:11]2[CH:12]=[N:13][CH:14]=[CH:15][CH:16]=2)[CH:6]=[CH:7][CH:8]=1.C(=O)([O-])[O-].[K+].[K+].[CH3:25][S:26](Cl)(=[O:28])=[O:27].C(=O)(O)[O-].[Na+]>ClCCl>[N:13]1[CH:14]=[CH:15][CH:16]=[C:11]([CH2:10][N:9]([C:5]2[CH:6]=[CH:7][CH:8]=[C:3]([C:2]([F:1])([F:17])[F:18])[CH:4]=2)[S:26]([CH3:25])(=[O:28])=[O:27])[CH:12]=1 |f:1.2.3,5.6|. Procedure details: A 3.8 g. portion of 3-(3-trifluoromethylphenylaminomethyl)pyridine was dissolved in 15 ml. of dichloromethane and to it was added 2.7 g. of potassium carbonate and 1.6 ml. of methanesulfonyl chloride. The mixture was stirred at ambient temperature overnight, and at a gentle reflux for another day. Another 1.6 ml. of methanesulfonyl chloride was added, and the mixture was stirred under reflux for 3 days more. It was then cooled, and diluted with 20 ml. of aqueous sodium bicarbonate. The organic p... Starting materials: CN1C(NC(C1(C)C)(C)C)=O (1,4,4,5,5-pentamethylimidazolidin-2-one), solution, C(CCC)[Li] (n-butyl lithium), CCCCCC (hexane), BrC(C(=O)Br)C (2-bromopropionyl bromide), P(=O)([O-])([O-])[O-] (phosphate). Solvent: O1CCCC1 (tetrahydrofuran), O1CCCC1 (tetrahydrofuran). Reaction conditions: time 5 minute. Yields the product BrC(C(=O)N1C(N(C(C1(C)C)(C)C)C)=O)C (3-(2'-bromopropionyl)-1,4,4,5,5-pentamethylimidazolidin-2-one). Reaction SMILES: [CH3:1][N:2]1[C:6]([CH3:8])([CH3:7])[C:5]([CH3:10])([CH3:9])[NH:4][C:3]1=[O:11].C([Li])CCC.CCCCCC.[Br:23][CH:24]([CH3:28])[C:25](Br)=[O:26].P([O-])([O-])([O-])=O>O1CCCC1>[Br:23][CH:24]([CH3:28])[C:25]([N:4]1[C:5]([CH3:9])([CH3:10])[C:6]([CH3:8])([CH3:7])[N:2]([CH3:1])[C:3]1=[O:11])=[O:26]. Procedure details: To a solution of 1,4,4,5,5-pentamethylimidazolidin-2-one (14 mg; 0.091 mmol) in dry tetrahydrofuran (0.2 ml), a 1.57 N solution of n-butyl lithium in hexane (0.06 ml; 0.1 mmol) was added at 0° C. After 5 minutes, a solution of 2-bromopropionyl bromide (24 mg; 0.11 mmol) in dry tetrahydrofuran (0.1 ml) was added thereto at the same temperature and followed by stirring for 10 minutes. A phosphate buffer (pH 7.0) was added to decompose the excess reaction agent. The aqueous layer was extracted with...